From a dataset of the Open Reaction Database (ORD), a public repository of structured organic reaction records. describe an organic reaction: reactants, conditions, products, and yield Reactants: FC=1C=C(C=NC1)C1=CC(=NC(=N1)SC)N1[C@H](COCC1)C ((S)-4-(6-(5-fluoropyridin-3-yl)-2-(methylthio)pyrimidin-4-yl)-3-methylmorpholine), OCCNC(=O)NC1=CC=C(C=C1)B1OC(C(O1)(C)C)(C)C (1-(2-hydroxyethyl)-3-(4-(4,4,5,5-tetramethyl-1,3,2-dioxaborolan-2-yl)phenyl)urea), ClC1=NC(=NC(=C1)C1=C(C=CC(=C1)F)SC)SC (4-chloro-6-(5-fluoro-2-(methylthio)phenyl)-2-(methylthio)pyrimidine), OCCNC(=O)NC1=CC=C(C=C1)B1OC(C(O1)(C)C)(C)C (1-(2-hydroxyethyl)-3-(4-(4,4,5,5-tetramethyl-1,3,2-dioxaborolan-2-yl)phenyl)urea). The product is FC=1C=CC(=C(C1)C1=CC(=NC(=N1)SC)C1=CC=C(C=C1)NC(=O)NCCO)SC (1-(4-(6-(5-fluoro-2-(methylthio)phenyl)-2-(methylthio)pyrimidin-4-yl)phenyl)-3-(2-hydroxyethyl)urea). As a reaction SMILES: FC1C=C(C2N=C(SC)N=C(N3CCOC[C@@H]3C)C=2)C=NC=1.Cl[C:24]1[CH:29]=[C:28]([C:30]2[CH:35]=[C:34]([F:36])[CH:33]=[CH:32][C:31]=2[S:37][CH3:38])[N:27]=[C:26]([S:39][CH3:40])[N:25]=1.[OH:41][CH2:42][CH2:43][NH:44][C:45]([NH:47][C:48]1[CH:53]=[CH:52][C:51](B2OC(C)(C)C(C)(C)O2)=[CH:50][CH:49]=1)=[O:46]>>[F:36][C:34]1[CH:33]=[CH:32][C:31]([S:37][CH3:38])=[C:30]([C:28]2[N:27]=[C:26]([S:39][CH3:40])[N:25]=[C:24]([C:51]3[CH:52]=[CH:53][C:48]([NH:47][C:45]([NH:44][CH2:43][CH2:42][OH:41])=[O:46])=[CH:49][CH:50]=3)[CH:29]=2)[CH:35]=1. Procedure: Method as described for intermediate 5 using 4-chloro-6-(5-fluoro-2-(methylthio)phenyl)-2-(methylthio)pyrimidine and 1-(2-hydroxyethyl)-3-(4-(4,4,5,5-tetramethyl-1,3,2-dioxaborolan-2-yl)phenyl)urea (intermediate 18). Reaction mixture was partitioned between DCM and water, the organic phase passed through a PTFE hydrophobic frit and the solvent removed in vacuo. The residue was purified further by flash chromatography (40-100% EtOAc in petroleum ether (40:60) followed by 0-15% MeOH in petroleum e... Reactants: BrC=1C(=NN2C(=NN=C(C21)C)C2=C(C=CC=C2)F)O (3-bromo-7-(2-fluorophenyl)-2-hydroxy-4-methylpyrazolo[1,5-d][1,2,4]triazine), C([O-])([O-])=O.[Cs+].[Cs+] (cesium carbonate), Cl.ClCC1=NC=NN1C (5-chloromethyl-1-methyl-1H-[1,2,4]triazole hydrochloride), A-421210. Run in CN(C)C=O (DMF). Conditions: time 3 day. Yields the product BrC=1C(=NN2C(=NN=C(C21)C)C2=C(C=CC=C2)F)OCC=2N(N=CN2)C (3-Bromo-7-(2-fluorophenyl)-4-methyl-2-(2-methyl-2H-[1,2,4]triazol-3-ylmethoxy)pyrazolo[1,5-d][1,2,4]triazine). Isolated yield 73.8%. Reaction SMILES: [Br:1][C:2]1[C:3]([OH:19])=[N:4][N:5]2[C:10]=1[C:9]([CH3:11])=[N:8][N:7]=[C:6]2[C:12]1[CH:17]=[CH:16][CH:15]=[CH:14][C:13]=1[F:18].C(=O)([O-])[O-].[Cs+].[Cs+].Cl.Cl[CH2:28][C:29]1[N:33]([CH3:34])[N:32]=[CH:31][N:30]=1>CN(C=O)C>[Br:1][C:2]1[C:3]([O:19][CH2:28][C:29]2[N:33]([CH3:34])[N:32]=[CH:31][N:30]=2)=[N:4][N:5]2[C:10]=1[C:9]([CH3:11])=[N:8][N:7]=[C:6]2[C:12]1[CH:17]=[CH:16][CH:15]=[CH:14][C:13]=1[F:18] |f:1.2.3,4.5|. Reported procedure: To a stirred solution of 3-bromo-7-(2-fluorophenyl)-2-hydroxy-4-methylpyrazolo[1,5-d][1,2,4]triazine (0.5636 g, 1.74 mmol) in anhydrous DMF (28 ml) was added cesium carbonate (2.1927 g, 6.73 mmol) and 5-chloromethyl-1-methyl-1H-[1,2,4]triazole hydrochloride (EP-A-421210) (0.3518 g, 2.09 mmol) and the mixture was stirred at room temperature under nitrogen for 3 days. The mixture was then filtered and the solid washed well with ethyl acetate. The filtrates were diluted to 150 ml with ethyl acetate... The reactants are ClCCl, CC(=O)OI1(OC(C)=O)(OC(C)=O)OC(=O)c2ccccc21, CCCC(NC(=O)C(CS(=O)(=O)Cc1cccnc1)NC(c1ccc(F)cc1)C(F)(F)F)C(O)C(=O)NC1CC1, [Na+], [Na+], [Na+], O=S([O-])([O-])=S, O=C([O-])O. Yields the product CCCC(NC(=O)C(CS(=O)(=O)Cc1cccnc1)NC(c1ccc(F)cc1)C(F)(F)F)C(=O)C(=O)NC1CC1. As a reaction SMILES: [CH2:48]([Cl:49])[Cl:50].[CH3:51][C:52]([O:53][I:54]1([O:64][C:65]([CH3:66])=[O:67])([O:68][C:69]([CH3:70])=[O:71])[c:55]2[c:56]([cH:57][cH:58][cH:59][cH:60]2)[C:61](=[O:62])[O:63]1)=[O:72].[CH:1]1([NH:4][C:5]([CH:6]([CH:7]([CH2:8][CH2:9][CH3:10])[NH:11][C:12]([CH:13]([CH2:14][S:15](=[O:16])(=[O:17])[CH2:18][c:19]2[cH:20][n:21][cH:22][cH:23][cH:24]2)[NH:25][CH:26]([C:27]([F:28])([F:29])[F:30])[c:31]2[cH:32][cH:33][c:34]([F:37])[cH:35][cH:36]2)=[O:38])[OH:39])=[O:40])[CH2:2][CH2:3]1.[Na+:41].[Na+:42].[Na+:77].[O-:43][S:44]([O-:45])(=[S:46])=[O:47].[O-:73][C:74]([OH:75])=[O:76]>>[CH:1]1([NH:4][C:5]([C:6]([CH:7]([CH2:8][CH2:9][CH3:10])[NH:11][C:12]([CH:13]([CH2:14][S:15](=[O:16])(=[O:17])[CH2:18][c:19]2[cH:20][n:21][cH:22][cH:23][cH:24]2)[NH:25][CH:26]([C:27]([F:28])([F:29])[F:30])[c:31]2[cH:32][cH:33][c:34]([F:37])[cH:35][cH:36]2)=[O:38])=[O:39])=[O:40])[CH2:2][CH2:3]1. Reactants: CC=1OC(=CC1CO)C1=NOC(C1)(C(F)(F)F)C1=CC(=C(C(=C1)Cl)Cl)Cl ({2-methyl-5-[5-(3,4,5-trichloro-phenyl)-5-trifluoromethyl-4,5-dihydro-isoxazol-3-yl]-furan-3-yl}-methanol). The reagents and catalysts are [O-2].[O-2].[Mn+4] (Manganese dioxide). The solvent is ClCCl (dichloromethane). Run at time 18 hour. Yields the product CC=1OC(=CC1C=O)C1=NOC(C1)(C(F)(F)F)C1=CC(=C(C(=C1)Cl)Cl)Cl (2-methyl-5-[5-(3,4,5-trichloro-phenyl)-5-trifluoromethyl-4,5-dihydro-isoxazol-3-yl]-furan-3-carbaldehyde). Yield: 81.8%. Reaction SMILES: [CH3:1][C:2]1[O:3][C:4]([C:9]2[CH2:13][C:12]([C:18]3[CH:23]=[C:22]([Cl:24])[C:21]([Cl:25])=[C:20]([Cl:26])[CH:19]=3)([C:14]([F:17])([F:16])[F:15])[O:11][N:10]=2)=[CH:5][C:6]=1[CH2:7][OH:8]>ClCCl.[O-2].[O-2].[Mn+4]>[CH3:1][C:2]1[O:3][C:4]([C:9]2[CH2:13][C:12]([C:18]3[CH:23]=[C:22]([Cl:24])[C:21]([Cl:25])=[C:20]([Cl:26])[CH:19]=3)([C:14]([F:16])([F:15])[F:17])[O:11][N:10]=2)=[CH:5][C:6]=1[CH:7]=[O:8] |f:2.3.4|. Procedure: Manganese dioxide (9.64 g) is added portion-wise to a solution of {2-methyl-5-[5-(3,4,5-trichloro-phenyl)-5-trifluoromethyl-4,5-dihydro-isoxazol-3-yl]-furan-3-yl}-methanol (3.88 g) in dichloromethane (100 ml). After 18 hours at room temperature, the reaction mixture is filtered through a plug of celite and the filtration cake is washed with dichloromethane. The filtrate is concentrated in vacuo to yield 2-methyl-5-[5-(3,4,5-trichloro-phenyl)-5-trifluoromethyl-4,5-dihydro-isoxazol-3-yl]-furan-3-c... Reactants: Cc1ccc(S(=O)(=O)OC2CCSCC2)cc1, CN(C)C=O, [K+], [K+], [K+], O, Cc1c(C(=O)C(C)C)oc2ccc(O)cc12, O=P([O-])([O-])[O-]. The product is Cc1c(C(=O)C(C)C)oc2ccc(OC3CCSCC3)cc12. Reaction SMILES: [CH3:17][c:18]1[cH:19][cH:20][c:21]([S:22]([O:23][CH:28]2[CH2:29][CH2:30][S:31][CH2:32][CH2:33]2)(=[O:24])=[O:25])[cH:26][cH:27]1.[CH3:43][N:44]([CH3:45])[CH:46]=[O:47].[K+:39].[K+:40].[K+:41].[OH2:42].[OH:1][c:2]1[cH:3][cH:4][c:5]2[c:6]([c:7]([CH3:15])[c:8]([C:10]([CH:11]([CH3:12])[CH3:13])=[O:14])[o:9]2)[cH:16]1.[P:34]([O-:35])([O-:36])([O-:37])=[O:38]>>[O:1]([c:2]1[cH:3][cH:4][c:5]2[c:6]([c:7]([CH3:15])[c:8]([C:10]([CH:11]([CH3:12])[CH3:13])=[O:14])[o:9]2)[cH:16]1)[CH:28]1[CH2:29][CH2:30][S:31][CH2:32][CH2:33]1. Starting materials: ClC1=CC=C(OCC(=O)Cl)C=C1 (4-chlorophenoxyacetyl chloride), CN (methylamine), O (water). Run in O1CCCC1 (tetrahydrofuran). Yields the product ClC1=CC=C(OCC(=O)NC)C=C1 (2-(4Chlorophenoxy)-N-methylacetamide). RXN SMILES: [Cl:1][C:2]1[CH:12]=[CH:11][C:5]([O:6][CH2:7][C:8](Cl)=[O:9])=[CH:4][CH:3]=1.[CH3:13][NH2:14].O>O1CCCC1>[Cl:1][C:2]1[CH:12]=[CH:11][C:5]([O:6][CH2:7][C:8]([NH:14][CH3:13])=[O:9])=[CH:4][CH:3]=1. Procedure details: To a stirred solution of 4-chlorophenoxyacetyl chloride (2 g) in tetrahydrofuran (40 ml) at 0° C. was added methylamine (2M, 12.2 ml). The reaction was allowed to warm to room temperature, and stirred for 1 h, before water (30 ml) added and the tetrahydrofuran removed in vacuo. The aqueous was extracted with ethyl acetate (2×50 ml), the combined organic extracts washed with brine (40 ml), dried over magnesium sulphate (1 g) and the solvent removed in vacuo to yield the title compound as a white ...